This data is from the Open Reaction Database (ORD), a public repository of structured organic reaction records. The task is: describe an organic reaction: reactants, conditions, products, and yield Product: NC1=NC=2C=CC=CC2C2=C1N=C(N2CCCCCC(=O)NCCC)COCC (6-[4-amino-2-(ethoxymethyl)-1H-imidazo[4,5-c]quinolin-1-yl]-N-propylhexanamide). Reported procedure: 6-[2-(Ethoxymethyl)-1H-imidazo[4,5-c]quinolin-1-yl]-N-propylhexanamide (4.1 g, 11 mmol) was treated with mCPBA (5.74 g, 33.3 mmol) followed by ammonium hydroxide (50 mL) and p-toluenesulfonyl chloride (2.85 g, 14.9 mmol) according to the method described in Part D of Example 8. The crude product was purified by column chromatography on silica gel (eluting with 97:3 dichloromethane:methanol) followed by recrystallization from methanol:water to provide 0.548 g of 6-[4-amino-2-(ethoxymethyl)-1H-imi... RXN SMILES: [CH2:1]([O:3][CH2:4][C:5]1[N:6]([CH2:18][CH2:19][CH2:20][CH2:21][CH2:22][C:23]([NH:25][CH2:26][CH2:27][CH3:28])=[O:24])[C:7]2[C:16]3[CH:15]=[CH:14][CH:13]=[CH:12][C:11]=3[N:10]=[CH:9][C:8]=2[N:17]=1)[CH3:2].C1C=C(Cl)C=C(C(OO)=O)C=1.C1(C)C=CC(S(Cl)(=O)=O)=CC=1.[OH-].[NH4+:52]>>[NH2:52][C:9]1[C:8]2[N:17]=[C:5]([CH2:4][O:3][CH2:1][CH3:2])[N:6]([CH2:18][CH2:19][CH2:20][CH2:21][CH2:22][C:23]([NH:25][CH2:26][CH2:27][CH3:28])=[O:24])[C:7]=2[C:16]2[CH:15]=[CH:14][CH:13]=[CH:12][C:11]=2[N:10]=1 |f:3.4|. The reactants are [OH-].[NH4+] (ammonium hydroxide), C(C)OCC=1N(C2=C(C=NC=3C=CC=CC23)N1)CCCCCC(=O)NCCC (6-[2-(Ethoxymethyl)-1H-imidazo[4,5-c]quinolin-1-yl]-N-propylhexanamide), C1=CC(=CC(=C1)Cl)C(=O)OO (mCPBA), C1(=CC=C(C=C1)S(=O)(=O)Cl)C (p-toluenesulfonyl chloride).